This data is from the Open Reaction Database (ORD), a public repository of structured organic reaction records. The task is: describe an organic reaction: reactants, conditions, products, and yield Reactants: C(C)(C)(C)OC(CN(CCOS(=O)(=O)C)CC1=CC=CC=C1)=O (N-Benzyl-N-[2-(methanesulphonyloxy)ethyl]-glycine tert-butyl ester), C1(=CC=CC=C1)C (toluene), N1C(=O)NC(=O)C(C)=C1 (thymine), C([O-])([O-])=O.[K+].[K+] (potassium carbonate). Solvent: CN(C=O)C (N,N-dimethylformamide), C(Cl)(Cl)Cl (chloroform). Conditions: time 1 hour. Product: C(C)(C)(C)OC(CN(CCN1C(=O)NC(=O)C(C)=C1)CC1=CC=CC=C1)=O (N-Benzyl-N-[2-(thymin-1-yl) ethyl]-glycine tert-butyl ester). Reaction SMILES: [C:1]([O:5][C:6](=[O:23])[CH2:7][N:8]([CH2:16][C:17]1[CH:22]=[CH:21][CH:20]=[CH:19][CH:18]=1)[CH2:9][CH2:10]OS(C)(=O)=O)([CH3:4])([CH3:3])[CH3:2].[NH:24]1[CH:32]=[C:30]([CH3:31])[C:28](=[O:29])[NH:27][C:25]1=[O:26].C(=O)([O-])[O-].[K+].[K+].C1(C)C=CC=CC=1>CN(C)C=O.C(Cl)(Cl)Cl>[C:1]([O:5][C:6](=[O:23])[CH2:7][N:8]([CH2:16][C:17]1[CH:22]=[CH:21][CH:20]=[CH:19][CH:18]=1)[CH2:9][CH2:10][N:24]1[CH:32]=[C:30]([CH3:31])[C:28](=[O:29])[NH:27][C:25]1=[O:26])([CH3:4])([CH3:3])[CH3:2] |f:2.3.4|. Procedure: The product from Example 2 (10.73 g; 31 mmol), thymine (7.88 g; 62 mmol) and potassium carbonate (8.64 g; 62 mmol) are suspended in anhydrous N,N-dimethylformamide (325 ml). The suspension is stirred at room temperature for 1 h and then at 80° C. for 6 h. The cooled mixture is codistilled repeatedly with toluene, and the residue is taken up in chloroform (500 ml) and extracted twice with water (150 ml on each occasion). The crude product is purified by chromatography on silica gel (eluent: tolue... Starting materials: ClC1=NC=NC2=C1C1=C(CN(CCC1)C(=O)OC(C)(C)C)S2 (tert-Butyl 4-chloro-5,6,7,9-tetrahydro-8H-pyrimido[5′,4′:4,5]thieno[2,3-c]azepine-8-carboxylate), FC=1C=C(CN2N=CC3=CC(=CC=C23)N)C=CC1 (1-(3-Fluorobenzyl)-1H-indazol-5-amine). The product is FC=1C=C(CN2N=CC3=CC(=CC=C23)NC2=NC=NC3=C2C2=C(CNCCC2)S3)C=CC1 (N-[1-(3-Fluorobenzyl)-1H-indazol-5-yl]-6,7,8,9-tetrahydro-5H-pyrimido[5′,4′:4,5]thieno[2,3-c]-azepin-4-amine). Yield: 63.0%. RXN SMILES: Cl[C:2]1[C:7]2[C:8]3[CH2:14][CH2:13][CH2:12][N:11](C(OC(C)(C)C)=O)[CH2:10][C:9]=3[S:22][C:6]=2[N:5]=[CH:4][N:3]=1.[F:23][C:24]1[CH:25]=[C:26]([CH:38]=[CH:39][CH:40]=1)[CH2:27][N:28]1[C:36]2[C:31](=[CH:32][C:33]([NH2:37])=[CH:34][CH:35]=2)[CH:30]=[N:29]1>>[F:23][C:24]1[CH:25]=[C:26]([CH:38]=[CH:39][CH:40]=1)[CH2:27][N:28]1[C:36]2[C:31](=[CH:32][C:33]([NH:37][C:2]3[C:7]4[C:8]5[CH2:14][CH2:13][CH2:12][NH:11][CH2:10][C:9]=5[S:22][C:6]=4[N:5]=[CH:4][N:3]=3)=[CH:34][CH:35]=2)[CH:30]=[N:29]1. Reported procedure: The title compound was synthesized in analogy to Example 12A from tert-butyl 4-chloro-5,6,7,9-tetrahydro-8H-pyrimido[5′,4′:4,5]thieno[2,3-c]azepine-8-carboxylate from Example 80A (200 mg, 0.59 mmol) and 1-(3-fluorobenzyl)-1H-indazol-5-amine from Example 8A (149 mg, 0.62 mmol) to yield 213 mg (77% purity, 63% yield), which was used without further purification.